Dataset: the Open Reaction Database (ORD), a public repository of structured organic reaction records. Task: describe an organic reaction: reactants, conditions, products, and yield Reactants: N1[C@@H](C(=O)O)CCC1 ((R)-proline), N1[C@@H](C(=O)O)CCC1 ((R)-proline), CN(C(=N)N(C)C)C (1,1,3,3-tetramethylguanidine), FC(C(=O)OCC)(F)F (ethyl trifluoroacetate). Yields the product FC(C(=O)N1[C@@H](C(=O)O)CCC1)(F)F ((R)-1-trifluoroacetylproline). Procedure details: (R)-proline (20 g, 0.174 mol) was placed in a 500 mL round-bottom flask. To this was added 100 mL THF and ethyl trifluoroacetate (50 g, 0.34 mol). The solution was purged with argon and 1,1,3,3-tetramethylguanidine (30 g, 0.261 mol) was added dropwise. The solution was allowed to stir until all the (R)-proline had dissolved (approximately 35 minutes). The solvent was removed in vacuo and the residue dissolved in CH2Cl2 (200 mL). The solution was washed with 6N HCl (aqueous, 2×100 mL). The organi... RXN SMILES: [NH:1]1[CH2:8][CH2:7][CH2:6][C@@H:2]1[C:3]([OH:5])=[O:4].[F:9][C:10]([F:17])([F:16])[C:11](OCC)=[O:12].CN(C)C(N(C)C)=N>C1COCC1>[F:9][C:10]([F:17])([F:16])[C:11]([N:1]1[CH2:8][CH2:7][CH2:6][C@@H:2]1[C:3]([OH:5])=[O:4])=[O:12]. Run in C1CCOC1 (THF). Starting materials: CN(CCC1CC2=C(C(C3=C1C=CC=C3)=C)C=CC=C2)C (10-(2-dimethylaminoethyl)-10,11-dihydro-5-methylene-5H-dibenzo[a,d]cycloheptene), C(C)OC(=O)Cl (ethylchloroformate), [OH-].[K+] (potassium hydroxide). Run in C1(=CC=CC=C1)C (toluene). Product: Cl.CNCCC1CC2=C(C(C3=C1C=CC=C3)=C)C=CC=C2 (10-(2-methylaminoethyl)-10,11-dihydro-5-methylene-5H-dibenzo[a,d]cycloheptene hydrochloride). RXN SMILES: [CH3:1][N:2](C)[CH2:3][CH2:4][CH:5]1[C:11]2[CH:12]=[CH:13][CH:14]=[CH:15][C:10]=2[C:9](=[CH2:16])[C:8]2[CH:17]=[CH:18][CH:19]=[CH:20][C:7]=2[CH2:6]1.C(OC([Cl:27])=O)C.[OH-].[K+]>C1(C)C=CC=CC=1>[ClH:27].[CH3:1][NH:2][CH2:3][CH2:4][CH:5]1[C:11]2[CH:12]=[CH:13][CH:14]=[CH:15][C:10]=2[C:9](=[CH2:16])[C:8]2[CH:17]=[CH:18][CH:19]=[CH:20][C:7]=2[CH2:6]1 |f:2.3,5.6|. Procedure: A mixture of 15.2 g. (0.055 mole) of 10-(2-dimethylaminoethyl)-10,11-dihydro-5-methylene-5H-dibenzo[a,d]cycloheptene and 23.6 g. (0.218 mole) of ethylchloroformate in 125 ml. of toluene is refluxed under a nitrogen atmosphere for 18 hours. The excess solvent and reagent is removed by evaporation in vacuo. The resulting oil product is dissolved in a solution of 175 ml. of ethanol, 17 ml. of water and 35 g. (0.625 mole) of potassium hydroxide and refluxed for 10 hours. The solvents are removed in ... Reactants: C(CCC)[Li] (n-Butyllithium), BrC=1C=CC(=NC1)OC1CCCCC1 (5-bromo-2-(cyclohexyloxy)pyridine), B(OC(C)C)(OC(C)C)OC(C)C (Triisopropyl borate), [OH-].[Na+] (NaOH). Solvent: C1CCOC1 (THF), O (water). Conditions: time 40 minute. The product is C1(CCCCC1)OC1=CC=C(C=N1)B(O)O ([6-(cyclohexyloxy)pyridin-3-yl]boronic acid). Yield: 85.2%. RXN SMILES: C([Li])CCC.Br[C:7]1[CH:8]=[CH:9][C:10]([O:13][CH:14]2[CH2:19][CH2:18][CH2:17][CH2:16][CH2:15]2)=[N:11][CH:12]=1.[B:20](OC(C)C)([O:25]C(C)C)[O:21]C(C)C.[OH-].[Na+]>O.C1COCC1>[CH:14]1([O:13][C:10]2[N:11]=[CH:12][C:7]([B:20]([OH:25])[OH:21])=[CH:8][CH:9]=2)[CH2:19][CH2:18][CH2:17][CH2:16][CH2:15]1 |f:3.4|. Procedure details: n-Butyllithium (1.6 M in hexane) (20.5 mL) was dropwised to a mixture of 5-bromo-2-(cyclohexyloxy)pyridine (7.00 g) and THF (dry) (75 mL) at −78° C. and the mixture was stirred at the same temperature under nitrogen for 40 min. Triisopropyl borate (7.71 g) was dropwised to the mixture at −78° C. and the mixture was stirred at the same temperature for 5 min. Then the mixture was warmed up to room temperature and stirred for additional 30 min. The mixture was poured into 1N NaOH aq. (75 mL)/water ... Reactants: NCc1c(-c2ncco2)n(-c2ccccc2)c2cc(Cl)ccc2c1=O, O=C(O)c1ccc(N2CCOCC2)nc1. Yields the product O=C(NCc1c(-c2ncco2)n(-c2ccccc2)c2cc(Cl)ccc2c1=O)c1ccc(N2CCOCC2)nc1. As a reaction SMILES: [NH2:1][CH2:2][c:3]1[c:4](-[c:21]2[o:22][cH:23][cH:24][n:25]2)[n:5](-[c:15]2[cH:16][cH:17][cH:18][cH:19][cH:20]2)[c:6]2[cH:7][c:8]([Cl:14])[cH:9][cH:10][c:11]2[c:12]1=[O:13].[O:26]1[CH2:27][CH2:28][N:29]([c:32]2[n:33][cH:34][c:35]([C:36](=[O:37])[OH:38])[cH:39][cH:40]2)[CH2:30][CH2:31]1>>[NH:1]([CH2:2][c:3]1[c:4](-[c:21]2[o:22][cH:23][cH:24][n:25]2)[n:5](-[c:15]2[cH:16][cH:17][cH:18][cH:19][cH:20]2)[c:6]2[cH:7][c:8]([Cl:14])[cH:9][cH:10][c:11]2[c:12]1=[O:13])[C:36]([c:35]1[cH:34][n:33][c:32]([N:29]2[CH2:28][CH2:27][O:26][CH2:31][CH2:30]2)[cH:40][cH:39]1)=[O:37]. Reactants: B, O=C(O)c1cccc(Br)c1F, C1CCOC1, C1CCOC1. Yields the product OCc1cccc(Br)c1F. RXN SMILES: [BH3:17].[Br:1][c:2]1[c:3]([F:11])[c:4]([C:5](=[O:6])[OH:7])[cH:8][cH:9][cH:10]1.[CH2:18]1[O:19][CH2:20][CH2:21][CH2:22]1.[O:12]1[CH2:13][CH2:14][CH2:15][CH2:16]1>>[Br:1][c:2]1[c:3]([F:11])[c:4]([CH2:5][OH:6])[cH:8][cH:9][cH:10]1.